Task: describe an organic reaction: reactants, conditions, products, and yield. Dataset: the Open Reaction Database (ORD), a public repository of structured organic reaction records Run in CCOC(=O)C (EtOAc), CCOC(=O)C (EtOAc), CCOC(=O)C (EtOAc), CO (MeOH). Reaction conditions: temperature 60 celsius. The yield is 46.8%. Starting materials: ClC(Cl)(OC(OC(Cl)(Cl)Cl)=O)Cl (triphosgene), NC=1C=NC(=NC1)OC1=CC(=C(C#N)C=C1)CC (4-[(5-amino-2-pyrimidinyl)oxy]-2-ethylbenzonitrile), NC=1C=NC(=NC1)OC1=CC(=C(C#N)C=C1)CC (4-[(5-amino-2-pyrimidinyl)oxy]-2-ethylbenzonitrile), TEA, C[O-].[Na+] (sodium methoxide), Cl.CC(N)(C)C(=O)OC (methyl 2-methylalaninate hydrochloride), Cl.CC(N)(C)C(=O)OC (methyl 2-methylalaninate hydrochloride), TEA. RXN SMILES: ClC(Cl)(O[C:5](=[O:11])OC(Cl)(Cl)Cl)Cl.[NH2:13][C:14]1[CH:15]=[N:16][C:17]([O:20][C:21]2[CH:28]=[CH:27][C:24]([C:25]#[N:26])=[C:23]([CH2:29][CH3:30])[CH:22]=2)=[N:18][CH:19]=1.Cl.[CH3:32][C:33]([C:36](OC)=[O:37])([CH3:35])[NH2:34].C[O-].[Na+]>CCOC(C)=O.CO>[CH3:32][C:33]1([CH3:35])[C:36](=[O:37])[N:13]([C:14]2[CH:15]=[N:16][C:17]([O:20][C:21]3[CH:28]=[CH:27][C:24]([C:25]#[N:26])=[C:23]([CH2:29][CH3:30])[CH:22]=3)=[N:18][CH:19]=2)[C:5](=[O:11])[NH:34]1 |f:2.3,4.5|. Procedure: To a solution of triphosgene (20.8 mg, 0.07 mmol) in EtOAc (0.5 mL) at 0° C., a solution of 4-[(5-amino-2-pyrimidinyl)oxy]-2-ethylbenzonitrile (Intermediate 144, 35 mg)/TEA (0.037 mL, 0.27 mmol) in EtOAc (1.0 mL) was added dropwise under stirring. Then a solution of methyl 2-methylalaninate hydrochloride (Intermediate 107, 33.6 mg)/TEA (0.073 mL, 0.52 mmol) in 1.0 mL of EtOAc at 0° C. was slowly added and the reaction mixture was stirred at that temperature for 10 minutes. The mixture was quench... Product: CC1(NC(N(C1=O)C=1C=NC(=NC1)OC1=CC(=C(C#N)C=C1)CC)=O)C (4-{[5-(4,4-dimethyl-2,5-dioxo-1-imidazolidinyl)-2-pyrimidinyl]oxy}-2-ethylbenzonitrile). Reactants: Cl.Cl.Cl.FC1=C(C=C(C=C1)C=1N=C(N(C1)C[C@H]1N(CCCC1)C(=O)OCC1=CC=CC=C1)C1CCNCC1)C(F)(F)F ((S)-benzyl 2-((4-(4-fluoro-3-(trifluoromethyl)phenyl)-2-(piperidin-4-yl)-1H-imidazol-1-yl)methyl)piperidine-1-carboxylate trihydrochloride), O (water), 4-chloro-5-ethyl-5,7-dihydro-pyrrolo[2,3d]pyrimidin-6-one, CCN(C(C)C)C(C)C (DIPEA), CC(C)O (2-propanol). Product: C(C)C1C(NC=2N=CN=C(C21)N2CCC(CC2)C=2N(C=C(N2)C2=CC(=C(C=C2)F)C(F)(F)F)C[C@H]2N(CCCC2)C(=O)OCC2=CC=CC=C2)=O ((2S)-Benzyl 2-((2-(1-(5-ethyl-6-oxo-6,7-dihydro-5H-pyrrolo[2,3-d]pyrimidin-4-yl)piperidin-4-yl)-4-(4-fluoro-3-(trifluoromethyl)phenyl)-1H-imidazol-1-yl)methyl)piperidine-1-carboxylate). Reaction SMILES: Cl.Cl.Cl.[F:4][C:5]1[CH:10]=[CH:9][C:8]([C:11]2[N:12]=[C:13]([CH:33]3[CH2:38][CH2:37][NH:36][CH2:35][CH2:34]3)[N:14]([CH2:16][C@@H:17]3[CH2:22][CH2:21][CH2:20][CH2:19][N:18]3[C:23]([O:25][CH2:26][C:27]3[CH:32]=[CH:31][CH:30]=[CH:29][CH:28]=3)=[O:24])[CH:15]=2)=[CH:7][C:6]=1[C:39]([F:42])([F:41])[F:40].CC[N:45]([CH:49]([CH3:51])C)[CH:46]([CH3:48])C.C[CH:53](O)[CH3:54].[OH2:56]>>[CH2:53]([CH:51]1[C:48]2[C:11]([N:36]3[CH2:37][CH2:38][CH:33]([C:13]4[N:14]([CH2:16][C@@H:17]5[CH2:22][CH2:21][CH2:20][CH2:19][N:18]5[C:23]([O:25][CH2:26][C:27]5[CH:32]=[CH:31][CH:30]=[CH:29][CH:28]=5)=[O:24])[CH:15]=[C:11]([C:8]5[CH:9]=[CH:10][C:5]([F:4])=[C:6]([C:39]([F:42])([F:40])[F:41])[CH:7]=5)[N:12]=4)[CH2:34][CH2:35]3)=[N:12][CH:13]=[N:14][C:46]=2[NH:45][C:49]1=[O:56])[CH3:54] |f:0.1.2.3|. Procedure: Combine (S)-benzyl 2-((4-(4-fluoro-3-(trifluoromethyl)phenyl)-2-(piperidin-4-yl)-1H-imidazol-1-yl)methyl)piperidine-1-carboxylate trihydrochloride (1.1 g, 0.00168 mol, 1.0 eq); 4-chloro-5-ethyl-5,7-dihydro-pyrrolo[2,3d]pyrimidin-6-one (0.4 g, 0.002 mol, 1.2 eq); DIPEA (2 mL, 0.011 mol, 7.0 eq) and 2-propanol (20 mL) in a pressure tube and heat at 120° C. overnight under sealed condition. Cool the reaction mass and dilute with water. Extract in EA and wash the organic layer with brine. Dry over a...